This data is from the Open Reaction Database (ORD), a public repository of structured organic reaction records. The task is: describe an organic reaction: reactants, conditions, products, and yield Reactants: [Cl-].COC[P+](C1=CC=CC=C1)(C1=CC=CC=C1)C1=CC=CC=C1 ((methoxymethyl) triphenyl phosphonium chloride), ClC1=C(C(=NC=C1)C(=O)C1CC1)OC(F)F ((4-chloro-3-difluoromethoxy-2-pyridyl)cyclopropylketone), C1(=CC=CC=C1)[Li] (phenyllithium). The solvent is CCOCC (ether), CCOCC (ether). Run at time 15 minute. Yields the product ClC1=C(C(=NC=C1)C(=COC)C1CC1)OC(F)F (2-(4-chloro-3-difluoromethoxy-2-pyridyl)-2-cyclopropyl-1-methoxyethene). Yield: 18.6%. RXN SMILES: [Cl-].[CH3:2][O:3][CH2:4][P+](C1C=CC=CC=1)(C1C=CC=CC=1)C1C=CC=CC=1.C1([Li])C=CC=CC=1.[Cl:31][C:32]1[CH:37]=[CH:36][N:35]=[C:34]([C:38]([CH:40]2[CH2:42][CH2:41]2)=O)[C:33]=1[O:43][CH:44]([F:46])[F:45]>CCOCC>[Cl:31][C:32]1[CH:37]=[CH:36][N:35]=[C:34]([C:38]([CH:40]2[CH2:42][CH2:41]2)=[CH:2][O:3][CH3:4])[C:33]=1[O:43][CH:44]([F:46])[F:45] |f:0.1|. Procedure: 0.82 g of (methoxymethyl) triphenyl phosphonium chloride was suspended in 8 ml of anhydrous ether, to which was dropped 2.71 ml of 0.88 M phenyllithium and the resulting mixture was stirred at a room temperature for 15 minutes. 6 ml of ether solution of 0.53 g of (4-chloro-3-difluoromethyl-2-pyridyl)cyclopropylketone (X) was dropped thereto and the resulting mixture was stirred at a room temperature for 2 hours. The resulting residue was separated by filtering and washed with ether, and thereaft...